From a dataset of the Open Reaction Database (ORD), a public repository of structured organic reaction records. describe an organic reaction: reactants, conditions, products, and yield The reactants are Cc1c(NC(=O)C(F)(F)F)ccc(O)c1[N+](=O)[O-], CO, [H][H]. Product: Cc1c(NC(=O)C(F)(F)F)ccc(O)c1N. As a reaction SMILES: [CH3:1][c:2]1[c:3]([N+:16]([O-:17])=[O:18])[c:4]([OH:15])[cH:5][cH:6][c:7]1[NH:8][C:9]([C:10]([F:11])([F:12])[F:13])=[O:14].[CH3:21][OH:22].[H:19][H:20]>>[CH3:1][c:2]1[c:3]([NH2:16])[c:4]([OH:15])[cH:5][cH:6][c:7]1[NH:8][C:9]([C:10]([F:11])([F:12])[F:13])=[O:14]. Procedure details: A mixture of 3-[2-{2-(2-benzyloxycarbonylethyl)-1-cyclohexenyl}-3-oxo-2,3-dihydropyridazin-6-yl]-2-phenylpyrazolo[1,5-a]pyridine (74 mg) and 1N-sodium hydroxide (0.28 ml) in tetrahydrofuran (4 ml) was refluxed with stirring for 5 hours. The mixture was evaporated under reduced pressure. The residue was dissolved in water. The aqueous layer was washed with ethyl acetate, acidified with 1N-hydrochloric acid and extracted with ethyl acetate. The extract was washed with brine, dried over magnesium s... Yield: 87.9%. Run in O1CCCC1 (tetrahydrofuran). Product: C(=O)(O)CCC1=C(CCCC1)N1N=C(C=CC1=O)C=1C(=NN2C1C=CC=C2)C2=CC=CC=C2 (3-[2-{2-(2-carboxyethyl)-1-cyclohexenyl}-3-oxo-2,3-dihydropyridazin-6-yl]-2-phenylpyrazolo[1,5-a]-pyridine). RXN SMILES: C([O:8][C:9]([CH2:11][CH2:12][C:13]1[CH2:18][CH2:17][CH2:16][CH2:15][C:14]=1[N:19]1[C:24](=[O:25])[CH:23]=[CH:22][C:21]([C:26]2[C:27]([C:35]3[CH:40]=[CH:39][CH:38]=[CH:37][CH:36]=3)=[N:28][N:29]3[CH:34]=[CH:33][CH:32]=[CH:31][C:30]=23)=[N:20]1)=[O:10])C1C=CC=CC=1.[OH-].[Na+]>O1CCCC1>[C:9]([CH2:11][CH2:12][C:13]1[CH2:18][CH2:17][CH2:16][CH2:15][C:14]=1[N:19]1[C:24](=[O:25])[CH:23]=[CH:22][C:21]([C:26]2[C:27]([C:35]3[CH:36]=[CH:37][CH:38]=[CH:39][CH:40]=3)=[N:28][N:29]3[CH:34]=[CH:33][CH:32]=[CH:31][C:30]=23)=[N:20]1)([OH:10])=[O:8] |f:1.2|. Reaction conditions: time 5 hour. The reactants are C(C1=CC=CC=C1)OC(=O)CCC1=C(CCCC1)N1N=C(C=CC1=O)C=1C(=NN2C1C=CC=C2)C2=CC=CC=C2 (3-[2-{2-(2-benzyloxycarbonylethyl)-1-cyclohexenyl}-3-oxo-2,3-dihydropyridazin-6-yl]-2-phenylpyrazolo[1,5-a]pyridine), [OH-].[Na+] (sodium hydroxide). Reactants: BrC=1C=NC(=NC1)I (5-bromo-2-iodopyrimidine), CC1=NC=CC(=C1)B1OC(C(O1)(C)C)(C)C (2-methyl-4-(4,4,5,5-tetramethyl-1,3,2-dioxaborolan-2-yl)pyridine), C(=O)([O-])[O-].[Na+].[Na+] (Na2CO3), C1(=CC=CC=C1)C (toluene). Reagents/catalysts: C=1C=CC(=CC1)[P](C=2C=CC=CC2)(C=3C=CC=CC3)[Pd]([P](C=4C=CC=CC4)(C=5C=CC=CC5)C=6C=CC=CC6)([P](C=7C=CC=CC7)(C=8C=CC=CC8)C=9C=CC=CC9)[P](C=1C=CC=CC1)(C=1C=CC=CC1)C=1C=CC=CC1 (Pd(PPh3)4). The solvent is C(C)O (ethanol), O (H2O). Conditions: temperature 100 celsius, time 10 hour. The product is BrC=1C=NC(=NC1)C1=CC(=NC=C1)C (5-bromo-2-(2-methylpyridin-4-yl)pyrimidine). As a reaction SMILES: [Br:1][C:2]1[CH:3]=[N:4][C:5](I)=[N:6][CH:7]=1.[CH3:9][C:10]1[CH:15]=[C:14](B2OC(C)(C)C(C)(C)O2)[CH:13]=[CH:12][N:11]=1.C([O-])([O-])=O.[Na+].[Na+].C1(C)C=CC=CC=1>C1C=CC([P]([Pd]([P](C2C=CC=CC=2)(C2C=CC=CC=2)C2C=CC=CC=2)([P](C2C=CC=CC=2)(C2C=CC=CC=2)C2C=CC=CC=2)[P](C2C=CC=CC=2)(C2C=CC=CC=2)C2C=CC=CC=2)(C2C=CC=CC=2)C2C=CC=CC=2)=CC=1.C(O)C.O>[Br:1][C:2]1[CH:3]=[N:4][C:5]([C:14]2[CH:13]=[CH:12][N:11]=[C:10]([CH3:9])[CH:15]=2)=[N:6][CH:7]=1 |f:2.3.4,^1:41,43,62,81|. Procedure details: To a sealed tube were added 5-bromo-2-iodopyrimidine 183-1 (114 mg, 0.4 mmol), 2-methyl-4-(4,4,5,5-tetramethyl-1,3,2-dioxaborolan-2-yl)pyridine 183-2 (88 mg, 0.4 mmol), Pd(PPh3)4 (23 mg, 0.02 mmol), Na2CO3 (170 mg, 1.6 mmol), toluene (0.4 mL), H2O (0.4 mL) and ethanol (0.1 mL). The reaction mixture was stirred at 100° C. for 10 hours. After cooling to room temperature, the solvents were evaporated and the residue was redissolved in water (3 ml) and extracted with ethyl acetate (5 mL×3). The comb... Starting materials: ClCCl, CCOC(CBr)(OCC)C(=NOC)C(=O)NC1C(=O)N2C1SCC(O)C2C(=O)O, Cl. Yields the product CON=C(C(=O)CBr)C(=O)NC1C(=O)N2C1SCC(O)C2C(=O)O. Reaction SMILES: [CH2:31]([Cl:32])[Cl:33].[CH3:2][O:3][N:4]=[C:5]([C:6](=[O:7])[NH:8][CH:9]1[CH:10]2[N:11]([CH:12]([C:17](=[O:18])[OH:19])[CH:13]([OH:16])[CH2:14][S:15]2)[C:20]1=[O:21])[C:22]([CH2:23][Br:24])([O:25][CH2:29][CH3:30])[O:26][CH2:27][CH3:28].[ClH:1]>>[CH3:2][O:3][N:4]=[C:5]([C:6](=[O:7])[NH:8][CH:9]1[CH:10]2[N:11]([CH:12]([C:17](=[O:18])[OH:19])[CH:13]([OH:16])[CH2:14][S:15]2)[C:20]1=[O:21])[C:22]([CH2:23][Br:24])=[O:25]. The product is CCOC(=O)COCCCC(=O)OCc1ccccc1. Reaction SMILES: [CH2:26]1[CH2:27][CH2:28][CH2:29][CH2:30][CH2:31]1.[Cu:25].[N+:15](=[N-:16])=[CH:17][C:18](=[O:19])[O:20][CH2:21][CH3:22].[N:23]#[N:24].[OH:1][CH2:2][CH2:3][CH2:4][C:5](=[O:6])[O:7][CH2:8][c:9]1[cH:10][cH:11][cH:12][cH:13][cH:14]1>>[O:1]([CH2:2][CH2:3][CH2:4][C:5](=[O:6])[O:7][CH2:8][c:9]1[cH:10][cH:11][cH:12][cH:13][cH:14]1)[CH2:17][C:18](=[O:19])[O:20][CH2:21][CH3:22]. Reactants: C1CCCCC1, [Cu], CCOC(=O)C=[N+]=[N-], N#N, O=C(CCCO)OCc1ccccc1.